This data is from the Open Reaction Database (ORD), a public repository of structured organic reaction records. The task is: describe an organic reaction: reactants, conditions, products, and yield Starting materials: O=C(O)CCC(=O)OCc1ccccc1, Cc1ccccc1, CN(C)C=O, O=S(Cl)Cl. Yields the product O=C(Cl)CCC(=O)OCc1ccccc1. RXN SMILES: [CH2:1]([c:2]1[cH:3][cH:4][cH:5][cH:6][cH:7]1)[O:8][C:9]([CH2:10][CH2:11][C:12](=[O:13])[OH:14])=[O:15].[CH3:25][c:26]1[cH:27][cH:28][cH:29][cH:30][cH:31]1.[O:20]=[CH:21][N:22]([CH3:23])[CH3:24].[S:16]([Cl:17])([Cl:18])=[O:19]>>[CH2:1]([c:2]1[cH:3][cH:4][cH:5][cH:6][cH:7]1)[O:8][C:9]([CH2:10][CH2:11][C:12](=[O:13])[Cl:18])=[O:15]. Starting materials: NN1CCN(CC1)C(=O)OCC1=CC=CC=C1 (1-amino-4-benzyloxycarbonylpiperazine), FC1=CC=C(C(=O)Cl)C=C1 (p-fluorobenzoyl chloride). Solvent: methylene chloride(1.81), C(C)N(CC)CC (triethylamine). Conditions: time 1 hour. Product: C(C1=CC=CC=C1)OC(=O)N1CCN(CC1)NC(C1=CC=C(C=C1)F)=O (N-(4-benzyloxycarbonyl-1-piperazinyl)-4-fluorobenzamide). The yield is 64.5%. RXN SMILES: [NH2:1][N:2]1[CH2:7][CH2:6][N:5]([C:8]([O:10][CH2:11][C:12]2[CH:17]=[CH:16][CH:15]=[CH:14][CH:13]=2)=[O:9])[CH2:4][CH2:3]1.[F:18][C:19]1[CH:27]=[CH:26][C:22]([C:23](Cl)=[O:24])=[CH:21][CH:20]=1>C(N(CC)CC)C>[CH2:11]([O:10][C:8]([N:5]1[CH2:4][CH2:3][N:2]([NH:1][C:23](=[O:24])[C:22]2[CH:26]=[CH:27][C:19]([F:18])=[CH:20][CH:21]=2)[CH2:7][CH2:6]1)=[O:9])[C:12]1[CH:17]=[CH:16][CH:15]=[CH:14][CH:13]=1. Procedure: Crude 1-amino-4-benzyloxycarbonylpiperazine (433 g) and triethylamine (254 ml) were dissolved in dry methylene chloride(1.81) and to this solution was added dropwise p-fluorobenzoyl chloride (225 g) under cooling in an ice-bath at 8~25° C. for a period of 20 minutes. The reaction mixture was stirred for 1 hour at ambient temperature and then the resultant crystal was collected by filtration and washed with methylene chloride (300 ml), diisopropyl ether (500 ml) and water (1.51) successively to g... The product is FC1=C(C=CC(=C1)F)S(=O)(=O)NC(=O)NCCC1=CC=C(C=C1)N1N=C(C(=C1C)C=1C=C(C(=O)N)C=CC1)C (3-[1-(4-{2-[({[(2,4-Difluorophenyl)sulfonyl]amino}carbonyl)amino]ethyl}phenyl)-3,5-dimethyl-1H-pyrazol-4-yl]benzamide). Starting materials: NC(=O)C=1C=C(C=CC1)C=1C(=NN(C1C)C1=CC=C(C=C1)CCNC(OC1=CC=CC=C1)=O)C (phenyl 2-(4-{4-[3-(aminocarbonyl)phenyl]-3,5-dimethyl-1H-pyrazol-1-yl}phenyl)ethylcarbamate), FC1=C(C=CC(=C1)F)S(=O)(=O)N (2,4-difluorobenzensulfonamide). Procedure details: The title compound was prepared according to the procedure described in step 1 of Example 42 from phenyl 2-(4-{4-[3-(aminocarbonyl)phenyl]-3,5-dimethyl-1H-pyrazol-1-yl}phenyl)ethylcarbamate (step 6 of example 72) and 2,4-difluorobenzensulfonamide: MS (ESI) m/z 554 [M+H]+, 552 [M−H]−, 1H-NMR (CDCl3) δ 8.00-7.98 (1H, m), 7.83-7.73 (3H, m), 7.56-7.44 (2H, m), 7.22 (4H, s), 7.05-6.94 (1H, m), 6.20 (1H, br.s), 5.66 (1H, br.s), 3.47 (2H, t, J=6.2 Hz), 2.85 (2H, t, J=6.2 Hz), 2.21 (3H, s), 2.20 (3H, s)... As a reaction SMILES: [NH2:1][C:2]([C:4]1[CH:5]=[C:6]([C:10]2[C:11]([CH3:34])=[N:12][N:13]([C:16]3[CH:21]=[CH:20][C:19]([CH2:22][CH2:23][NH:24][C:25](=[O:33])OC4C=CC=CC=4)=[CH:18][CH:17]=3)[C:14]=2[CH3:15])[CH:7]=[CH:8][CH:9]=1)=[O:3].[F:35][C:36]1[CH:41]=[C:40]([F:42])[CH:39]=[CH:38][C:37]=1[S:43]([NH2:46])(=[O:45])=[O:44]>>[F:35][C:36]1[CH:41]=[C:40]([F:42])[CH:39]=[CH:38][C:37]=1[S:43]([NH:46][C:25]([NH:24][CH2:23][CH2:22][C:19]1[CH:18]=[CH:17][C:16]([N:13]2[C:14]([CH3:15])=[C:10]([C:6]3[CH:5]=[C:4]([CH:9]=[CH:8][CH:7]=3)[C:2]([NH2:1])=[O:3])[C:11]([CH3:34])=[N:12]2)=[CH:21][CH:20]=1)=[O:33])(=[O:44])=[O:45]. Starting materials: CCO, CCCC=Cc1c(C(C)C)nc(C(C)C)c(CO)c1-c1ccc(F)cc1. The product is CCCCCc1c(C(C)C)nc(C(C)C)c(CO)c1-c1ccc(F)cc1. As a reaction SMILES: [CH3:27][CH2:28][OH:29].[CH:1]([CH3:2])([CH3:3])[c:4]1[n:5][c:6]([CH:24]([CH3:25])[CH3:26])[c:7]([CH:19]=[CH:20][CH2:21][CH2:22][CH3:23])[c:8](-[c:12]2[cH:13][cH:14][c:15]([F:18])[cH:16][cH:17]2)[c:9]1[CH2:10][OH:11]>>[CH:1]([CH3:2])([CH3:3])[c:4]1[n:5][c:6]([CH:24]([CH3:25])[CH3:26])[c:7]([CH2:19][CH2:20][CH2:21][CH2:22][CH3:23])[c:8](-[c:12]2[cH:13][cH:14][c:15]([F:18])[cH:16][cH:17]2)[c:9]1[CH2:10][OH:11]. Procedure: (5Z)-5-[(1-{[4-(Methyloxy)-2-(trifluoromethyl)phenyl]methyl}-1H-indazol-5-yl)methylidene]-3-[2-(4-methylpiperazin-1-yl)ethyl]-1,3-thiazolidine-2,4-dione was prepared from [(5Z)-5-({1-[4-methoxy-2-(trifluoromethyl)benzyl]-1H-indazol-5-yl}methylidene)-2,4-dioxo-1,3-thiazolidine (from Example 8) and 2-(4-methylpiperazin-1-yl)ethanol following General Procedure J. Reaction SMILES: [CH3:1][O:2][C:3]1[CH:26]=[CH:25][C:6]([CH2:7][N:8]2[C:16]3[C:11](=[CH:12][C:13](/[CH:17]=[C:18]4/[C:19](=[O:24])[NH:20][C:21](=[O:23])[S:22]/4)=[CH:14][CH:15]=3)[CH:10]=[N:9]2)=[C:5]([C:27]([F:30])([F:29])[F:28])[CH:4]=1.[CH3:31][N:32]1[CH2:37][CH2:36][N:35]([CH2:38][CH2:39]O)[CH2:34][CH2:33]1>>[CH3:1][O:2][C:3]1[CH:26]=[CH:25][C:6]([CH2:7][N:8]2[C:16]3[C:11](=[CH:12][C:13](/[CH:17]=[C:18]4/[C:19](=[O:24])[N:20]([CH2:39][CH2:38][N:35]5[CH2:36][CH2:37][N:32]([CH3:31])[CH2:33][CH2:34]5)[C:21](=[O:23])[S:22]/4)=[CH:14][CH:15]=3)[CH:10]=[N:9]2)=[C:5]([C:27]([F:30])([F:29])[F:28])[CH:4]=1. Reactants: COC1=CC(=C(CN2N=CC3=CC(=CC=C23)\C=C/2\C(NC(S2)=O)=O)C=C1)C(F)(F)F ((5Z)-5-({1-[4-methoxy-2-(trifluoromethyl)benzyl]-1H-indazol-5-yl}methylidene)-2,4-dioxo-1,3-thiazolidine), CN1CCN(CC1)CCO (2-(4-methylpiperazin-1-yl)ethanol). Product: COC1=CC(=C(C=C1)CN1N=CC2=CC(=CC=C12)\C=C/1\C(N(C(S1)=O)CCN1CCN(CC1)C)=O)C(F)(F)F ((5Z)-5-[(1-{[4-(Methyloxy)-2-(trifluoromethyl)phenyl]methyl}-1H-indazol-5-yl)methylidene]-3-[2-(4-methylpiperazin-1-yl)ethyl]-1,3-thiazolidine-2,4-dione). Reactants: COc1ccc(C=O)cc1, CO, Cl, CC(C)(C)NCC(O)c1ccc(O)c(N)c1, O. As a reaction SMILES: [CH3:18][O:19][c:20]1[cH:21][cH:22][c:23]([CH:24]=[O:25])[cH:26][cH:27]1.[CH3:28][OH:29].[ClH:1].[NH2:2][c:3]1[cH:4][c:5]([CH:6]([CH2:7][NH:8][C:9]([CH3:10])([CH3:11])[CH3:12])[OH:13])[cH:14][cH:15][c:16]1[OH:17].[OH2:30]>>[ClH:1].[NH:2]([c:3]1[cH:4][c:5]([CH:6]([CH2:7][NH:8][C:9]([CH3:10])([CH3:11])[CH3:12])[OH:13])[cH:14][cH:15][c:16]1[OH:17])[CH2:24][c:23]1[cH:22][cH:21][c:20]([O:19][CH3:18])[cH:27][cH:26]1. The product is Cl, COc1ccc(CNc2cc(C(O)CNC(C)(C)C)ccc2O)cc1. Reactants: CC12CC(=O)C3C(CCC4CC=CCC43C)C1CCC2=O, ClC(Cl)Cl, O=C(OO)c1cccc(Cl)c1. The product is CC12CC(=O)C3C(CCC4CC5OC5CC43C)C1CCC2=O. Reaction SMILES: [CH3:1][C:2]12[C:3](=[O:21])[CH2:4][CH2:5][CH:6]1[CH:7]1[CH2:8][CH2:9][CH:10]3[CH2:11][CH:12]=[CH:13][CH2:14][C:15]3([CH3:16])[CH:17]1[C:18](=[O:20])[CH2:19]2.[CH:33]([Cl:34])([Cl:35])[Cl:36].[Cl:22][c:23]1[cH:24][cH:25][cH:26][c:27]([C:28]([O:29][OH:31])=[O:30])[cH:32]1>>[CH3:1][C:2]12[C:3](=[O:21])[CH2:4][CH2:5][CH:6]1[CH:7]1[CH2:8][CH2:9][CH:10]3[CH2:11][CH:12]4[CH:13]([CH2:14][C:15]3([CH3:16])[CH:17]1[C:18](=[O:20])[CH2:19]2)[O:30]4.